From a dataset of the Open Reaction Database (ORD), a public repository of structured organic reaction records. describe an organic reaction: reactants, conditions, products, and yield Starting materials: Cc1ccccc1, NS(=O)(=O)c1ccc(Cl)cc1, O=Cc1cccnc1. RXN SMILES: [CH3:20][c:21]1[cH:22][cH:23][cH:24][cH:25][cH:26]1.[Cl:9][c:10]1[cH:11][cH:12][c:13]([S:16](=[O:17])(=[O:18])[NH2:19])[cH:14][cH:15]1.[n:1]1[cH:2][c:3]([CH:7]=[O:8])[cH:4][cH:5][cH:6]1>>[n:1]1[cH:2][c:3]([CH:7]=[N:19][S:16]([c:13]2[cH:12][cH:11][c:10]([Cl:9])[cH:15][cH:14]2)(=[O:17])=[O:18])[cH:4][cH:5][cH:6]1. Product: O=S(=O)(N=Cc1cccnc1)c1ccc(Cl)cc1. Reactants: NC1=CC=C(C=N1)C(CCO)CCO.C1(=CC=CC=C1)C (3-(6-aminopyridin-3-yl)pentane-1,5-diol toluene), OS(=O)(=O)O (H2SO4). Run in O (water). Product: O1CCC(CC1)C=1C=CC(=NC1)N (5-(tetrahydro-2H-pyran-4-yl)pyridin-2-amine). Reaction SMILES: [NH2:1][C:2]1[N:7]=[CH:6][C:5]([CH:8]([CH2:12][CH2:13][OH:14])[CH2:9][CH2:10]O)=[CH:4][CH:3]=1.C1(C)C=CC=CC=1.OS(O)(=O)=O>O>[O:14]1[CH2:10][CH2:9][CH:8]([C:5]2[CH:4]=[CH:3][C:2]([NH2:1])=[N:7][CH:6]=2)[CH2:12][CH2:13]1 |f:0.1|. Procedure: To 3-(6-aminopyridin-3-yl)pentane-1,5-diol/toluene mixture (1.96 g, 10 mmol in 40 mL) were added 1 mL water to help dissolving, and then conc. H2SO4 (98%, 1.6 mL, 30 mmol). The resulting mixture was heated to reflux with Dean-Stark to remove water from reaction mixture for 1 h 20 min. The reaction mixture was cooled down to room temperature, and concentrated. The residue was diluted with ice cold water (15 mL), neutralized by solid Na2CO3 (4 g), and extracted with EtOAc (3×30 mL). The EtOAc extr...